This data is from the Open Reaction Database (ORD), a public repository of structured organic reaction records. The task is: describe an organic reaction: reactants, conditions, products, and yield Starting materials: BrC=C(C)C1=CC(=C(C=C1)OC)F (4-(1-bromoprop-1-en-2-yl)-2-fluoro-1-methoxybenzene), ClC=1C=C2C3=C(NC2=CC1)CN(CC3)C (6-chloro-2-methyl-2,3,4,9-tetrahydro-1H-pyrido[3,4-b]indole), N1[C@H](C(=O)O)CCC1 (L-proline), [O-]P(=O)([O-])[O-].[K+].[K+].[K+] (K3PO4). Reagents/catalysts: [Cu]I (CuI). Solvent: CN(C)C=O (DMF). Run at time 10 minute. Product: ClC=1C=C2C3=C(N(C2=CC1)C=C(C)C1=CC(=C(C=C1)OC)F)CN(CC3)C (6-chloro-9-(2-(3-fluoro-4-methoxyphenyl)prop-1-enyl)-2-methyl-2,3,4,9-tetrahydro-1H-pyrido[3,4-b]indole). Isolated yield 30.6%. RXN SMILES: [Cl:1][C:2]1[CH:3]=[C:4]2[C:8](=[CH:9][CH:10]=1)[NH:7][C:6]1[CH2:11][N:12]([CH3:15])[CH2:13][CH2:14][C:5]2=1.N1CCC[C@H]1C(O)=O.[O-]P([O-])([O-])=O.[K+].[K+].[K+].Br[CH:33]=[C:34]([C:36]1[CH:41]=[CH:40][C:39]([O:42][CH3:43])=[C:38]([F:44])[CH:37]=1)[CH3:35]>CN(C=O)C.[Cu]I>[Cl:1][C:2]1[CH:3]=[C:4]2[C:8](=[CH:9][CH:10]=1)[N:7]([CH:33]=[C:34]([C:36]1[CH:41]=[CH:40][C:39]([O:42][CH3:43])=[C:38]([F:44])[CH:37]=1)[CH3:35])[C:6]1[CH2:11][N:12]([CH3:15])[CH2:13][CH2:14][C:5]2=1 |f:2.3.4.5|. Reported procedure: 6-chloro-2-methyl-2,3,4,9-tetrahydro-1H-pyrido[3,4-b]indole (75 mg, 0.34 mmol) was dissolved in DMF (5 mL). To this solution was added CuI (6 mg, 0.034 mmol), L-proline (8 mg, 0.068 mmol), K3PO4 (145 mg, 0.68 mmol). The reaction mixture was stirred for 10 min at room temperature followed by addition of 4-(1-bromoprop-1-en-2-yl)-2-fluoro-1-methoxybenzene (100 mg, 0.408 mmol). The reaction mixture was heated at 80° C. overnight. Solvent was evaporated under reduced pressure, the residue was dilute...